Dataset: the Open Reaction Database (ORD), a public repository of structured organic reaction records. Task: describe an organic reaction: reactants, conditions, products, and yield Starting materials: C(CCCCCCCCCCCCC=CCCCCC)(=O)O (14-eicosenoic acid), C(C=CCCCCCCCC)(=O)O (2-undecenoic acid). Yields the product C(CCCCCCCCCC=CCCCCCCCC)(=O)O (11-eicosenoic acid). As a reaction SMILES: [C:1]([OH:22])(=[O:21])[CH2:2][CH2:3][CH2:4][CH2:5][CH2:6][CH2:7][CH2:8][CH2:9][CH2:10][CH2:11][CH2:12][CH2:13][CH:14]=[CH:15][CH2:16][CH2:17][CH2:18][CH2:19][CH3:20].C(O)(=O)C=CCCCCCCCC>>[C:1]([OH:22])(=[O:21])[CH2:2][CH2:3][CH2:4][CH2:5][CH2:6][CH2:7][CH2:8][CH2:9][CH2:10][CH:11]=[CH:12][CH2:13][CH2:14][CH2:15][CH2:16][CH2:17][CH2:18][CH2:19][CH3:20]. Procedure details: 14-eicosenoic acid; 2-undecenoic acid; Reactants: CC(C)(C)OC(=O)CBr, CCCc1c[nH]c2cc(OCCc3sc(-c4ccc(C(F)(F)F)cc4)nc3C)ccc12, [H-], [Na+]. Yields the product CCCc1cn(CC(=O)OC(C)(C)C)c2cc(OCCc3sc(-c4ccc(C(F)(F)F)cc4)nc3C)ccc12. As a reaction SMILES: [Br:32][CH2:33][C:34](=[O:35])[O:36][C:37]([CH3:38])([CH3:39])[CH3:40].[CH3:1][c:2]1[n:3][c:4](-[c:22]2[cH:23][cH:24][c:25]([C:28]([F:29])([F:30])[F:31])[cH:26][cH:27]2)[s:5][c:6]1[CH2:7][CH2:8][O:9][c:10]1[cH:11][cH:12][c:13]2[c:14]([CH2:19][CH2:20][CH3:21])[cH:15][nH:16][c:17]2[cH:18]1.[H-:41].[Na+:42]>>[CH3:1][c:2]1[n:3][c:4](-[c:22]2[cH:23][cH:24][c:25]([C:28]([F:29])([F:30])[F:31])[cH:26][cH:27]2)[s:5][c:6]1[CH2:7][CH2:8][O:9][c:10]1[cH:11][cH:12][c:13]2[c:14]([CH2:19][CH2:20][CH3:21])[cH:15][n:16]([CH2:33][C:34](=[O:35])[O:36][C:37]([CH3:38])([CH3:39])[CH3:40])[c:17]2[cH:18]1. Starting materials: CCOC(C)=O, CN1CCCN(C)C1=O, CC(C)[N-]C(C)C, Cn1nc(-c2ccc(C(F)(F)F)cc2)cc1CI, [Li+]. The product is CCOC(=O)CCc1cc(-c2ccc(C(F)(F)F)cc2)nn1C. RXN SMILES: [CH3:19][CH2:20][O:21][C:22]([CH3:23])=[O:24].[CH3:33][N:34]1[CH2:35][CH2:36][CH2:37][N:38]([CH3:39])[C:40]1=[O:41].[CH:25]([N-:26][CH:27]([CH3:28])[CH3:29])([CH3:30])[CH3:31].[I:1][CH2:2][c:3]1[cH:4][c:5](-[c:9]2[cH:10][cH:11][c:12]([C:15]([F:16])([F:17])[F:18])[cH:13][cH:14]2)[n:6][n:7]1[CH3:8].[Li+:32]>>[CH2:2]([c:3]1[cH:4][c:5](-[c:9]2[cH:10][cH:11][c:12]([C:15]([F:16])([F:17])[F:18])[cH:13][cH:14]2)[n:6][n:7]1[CH3:8])[CH2:23][C:22]([O:21][CH2:20][CH3:19])=[O:24]. Reactants: [I-].C(#N)C[P+](C)(C)C ((cyanomethyl)trimethylphosphonium iodide), CCN(C(C)C)C(C)C (DIPEA), N1(CCNCC1)C1=CC=C(C(=O)OCC)C=C1 (ethyl 4-(piperazin-1-yl)benzoate), OCC1=CC=2NC([C@H]3N(C2N=C1)CCSC3)=O ((R)-3-(hydroxymethyl)-6a,7,9,10-tetrahydropyrido[3,2-e][1,4]thiazino[4,3-a]pyrazin-6(5H)-one). Run in C(CC)#N (propiononitrile), CCO (EtOH), O (water). Run at temperature 90 celsius. Product: O=C1[C@H]2N(C3=C(N1)C=C(C=N3)CN3CCN(CC3)C3=CC=C(C(=O)OCC)C=C3)CCSC2 ((R)-ethyl 4-(4-((6-oxo-5,6,6a,7,9,10-hexahydropyrido[3,2-e][1,4]thiazino[4,3-a]pyrazin-3-yl)methyl)piperazin-1-yl)benzoate). Yield: 82.0%. As a reaction SMILES: O[CH2:2][C:3]1[CH:12]=[N:11][C:10]2[N:9]3[CH2:13][CH2:14][S:15][CH2:16][C@H:8]3[C:7](=[O:17])[NH:6][C:5]=2[CH:4]=1.[I-].C(C[P+](C)(C)C)#N.CCN(C(C)C)C(C)C.[N:35]1([C:41]2[CH:51]=[CH:50][C:44]([C:45]([O:47][CH2:48][CH3:49])=[O:46])=[CH:43][CH:42]=2)[CH2:40][CH2:39][NH:38][CH2:37][CH2:36]1>C(#N)CC.CCO.O>[O:17]=[C:7]1[NH:6][C:5]2[CH:4]=[C:3]([CH2:2][N:38]3[CH2:37][CH2:36][N:35]([C:41]4[CH:42]=[CH:43][C:44]([C:45]([O:47][CH2:48][CH3:49])=[O:46])=[CH:50][CH:51]=4)[CH2:40][CH2:39]3)[CH:12]=[N:11][C:10]=2[N:9]2[CH2:13][CH2:14][S:15][CH2:16][C@@H:8]12 |f:1.2|. Procedure details: To a suspension of (R)-3-(hydroxymethyl)-6a,7,9,10-tetrahydropyrido[3,2-e][1,4]thiazino[4,3-a]pyrazin-6(5H)-one (333 mg, 1.325 mmol) in propiononitrile (3313 μl) was added (cyanomethyl)trimethylphosphonium iodide (386 mg, 1.590 mmol) and DIPEA (694 μl, 3.98 mmol) and finally ethyl 4-(piperazin-1-yl)benzoate (310 mg, 1.325 mmol). The vial was heated to 90° C. for 12 hours. The reaction was then cooled to room temperature, diluted with EtOH (8 ml) and water (1 mL), then filtered. The precipitate w...